Dataset: the Open Reaction Database (ORD), a public repository of structured organic reaction records. Task: describe an organic reaction: reactants, conditions, products, and yield Reactants: C(C1=CC=CC=C1)N1CCC(CC1)NCC1=C(C=CC=C1)N (1-benzyl-4-[N-(o-aminobenzyl)amino]-piperidine), S(=O)(=O)=[N-] (sulfurylamide), ice water. As a reaction SMILES: [CH2:1]([N:8]1[CH2:13][CH2:12][CH:11]([NH:14][CH2:15][C:16]2[CH:21]=[CH:20][CH:19]=[CH:18][C:17]=2[NH2:22])[CH2:10][CH2:9]1)[C:2]1[CH:7]=[CH:6][CH:5]=[CH:4][CH:3]=1.[S:23](=[N-])(=[O:25])=[O:24]>N1C=CC=CC=1>[CH2:1]([N:8]1[CH2:9][CH2:10][CH:11]([N:14]2[CH2:15][C:16]3[CH:21]=[CH:20][CH:19]=[CH:18][C:17]=3[NH:22][S:23]2(=[O:25])=[O:24])[CH2:12][CH2:13]1)[C:2]1[CH:3]=[CH:4][CH:5]=[CH:6][CH:7]=1. Isolated yield 72.8%. The solvent is N1=CC=CC=C1 (pyridine). Yields the product C(C1=CC=CC=C1)N1CCC(CC1)N1S(NC2=C(C1)C=CC=C2)(=O)=O (1-Benzyl-4-(3,4-dihydro-2,2-dioxo-1H-2,1,3-benzothiadiazin-3-yl)-piperidine). Reported procedure: Then, 590 mg of 1-benzyl-4-[N-(o-aminobenzyl)amino]-piperidine, 600 mg of sulfurylamide and 12 ml of pyridine are mixed and refluxed with heating for 2 hours. The reaction mixture is cooled to room temperature and poured into 50 ml of ice water. The white crystals deposited are separated by filtration, washed with 10 ml of water and dried to obtain 520 mg of the desired product as crystals. RXN SMILES: [BH:10]([OH:11])[OH:12].[F:13][c:14]1[cH:15][cH:16][cH:17][cH:18][cH:19]1.[I:1][c:2]1[cH:3][n:4][c:5]([CH:7]([CH3:8])[CH3:9])[nH:6]1>>[I:1][c:2]1[cH:3][n:4](-[c:17]2[cH:16][cH:15][c:14]([F:13])[cH:19][cH:18]2)[c:5]([CH:7]([CH3:8])[CH3:9])[n:6]1. The reactants are OBO, Fc1ccccc1, CC(C)c1ncc(I)[nH]1. The product is CC(C)c1nc(I)cn1-c1ccc(F)cc1. The solvent is CC(CC)O (2-butanol). Procedure: 562 g of compound 6 are stirred at 85° C. in 900 g of 2-butanol and 50 ml of sulfuric acid for 5 hours. Cool down to room temperature. Filter the product. Wash twice with 100 ml of hexane. Yields the product IC=1C=C(C(=O)C2=C(OC3=C2C=CC=C3)CCC(=O)OC(C)CC)C=C(C1O)I (sec-butyl 3-(3,5-diiodo-4-hydroxybenzoyl)benzofurane-2-propionate). The reactants are IC=1C=C(C(=O)C2=C(OC3=C2C=CC=C3)CCC(=O)O)C=C(C1O)I ((3,5-diiodo-4-hydroxybenzoyl)benzofurane-2-propionic acid), S(O)(O)(=O)=O (sulfuric acid). As a reaction SMILES: [I:1][C:2]1[CH:3]=[C:4]([CH:21]=[C:22]([I:25])[C:23]=1[OH:24])[C:5]([C:7]1[C:11]2[CH:12]=[CH:13][CH:14]=[CH:15][C:10]=2[O:9][C:8]=1[CH2:16][CH2:17][C:18]([OH:20])=[O:19])=[O:6].S(=O)(=O)(O)O>CC(O)CC>[I:25][C:22]1[CH:21]=[C:4]([CH:3]=[C:2]([I:1])[C:23]=1[OH:24])[C:5]([C:7]1[C:11]2[CH:12]=[CH:13][CH:14]=[CH:15][C:10]=2[O:9][C:8]=1[CH2:16][CH2:17][C:18]([O:20][CH:2]([CH2:23][CH3:22])[CH3:3])=[O:19])=[O:6]. Reactants: C(C1=CC=CC=C1)NC([C@@H](CO)NC(OC(C)(C)C)=O)=O (tert-butyl [(2R)-1-(benzylamino)-3-hydroxy-1-oxopropan-2-yl]carbamate), [OH-].[Na+] (sodium hydroxide), COS(=O)(=O)OC (dimethylsulfate). Reagents/catalysts: [Br-].C(CCC)[N+](CCCC)(CCCC)CCCC (tetrabutylammonium bromide). The solvent is C1(=CC=CC=C1)C (toluene), O (water), O (water), O (water). Run at temperature 10 celsius, time 2 hour. Yields the product C(C1=CC=CC=C1)NC([C@@H](COC)NC(OC(C)(C)C)=O)=O (tert-butyl [(2R)-1-(benzylamino)-3-methoxy-1-oxopropan-2-yl]carbamate). The yield is 109.0%. As a reaction SMILES: [CH2:1]([NH:8][C:9](=[O:21])[C@H:10]([NH:13][C:14](=[O:20])[O:15][C:16]([CH3:19])([CH3:18])[CH3:17])[CH2:11][OH:12])[C:2]1[CH:7]=[CH:6][CH:5]=[CH:4][CH:3]=1.[OH-].[Na+].[CH3:24]OS(OC)(=O)=O>C1(C)C=CC=CC=1.[Br-].C([N+](CCCC)(CCCC)CCCC)CCC.O>[CH2:1]([NH:8][C:9](=[O:21])[C@H:10]([NH:13][C:14](=[O:20])[O:15][C:16]([CH3:18])([CH3:17])[CH3:19])[CH2:11][O:12][CH3:24])[C:2]1[CH:7]=[CH:6][CH:5]=[CH:4][CH:3]=1 |f:1.2,5.6|. Procedure details: To a stirred solution of 3.2 g (0.01 mol) of Intermediate 4 in 50 mL of toluene was added 0.61 g of tetrabutylammonium bromide and 5 ml of water. The resulting mixture was cooled to 10° C. and a solution of 2.4 g of sodium hydroxide in 2.5 ml of water was added dropwise maintaining the temperature below 10° C. Then, 5.54 g of dimethylsulfate was added dropwise maintaining the temperature below 10° C. After stirring at 10° C. for 2 hours, water (80 mL) was added and the reaction stirred at room t...